describe an organic reaction: reactants, conditions, products, and yield From a dataset of the Open Reaction Database (ORD), a public repository of structured organic reaction records. The reactants are Cl.C1(CC1)COC1=C(C=C(C(=C1)F)OC)C=1C2=C(N=CN1)C(=C(N2)C)C(=O)NC2CCNCC2 (4-[2-(cyclopropylmethoxy)-4-fluoro-5-methoxyphenyl]-6-methyl-N-piperidin-4-yl-5H-pyrrolo[3,2-d]pyrimidine-7-carboxamide hydrochloride), C(C)(=O)O[C@H](C(=O)Cl)C ((2S)-1-chloro-1-oxopropan-2-yl acetate). The product is C1(CC1)COC1=C(C=C(C(=C1)F)OC)C=1C2=C(N=CN1)C(=C(N2)C)C(=O)NC2CCN(CC2)C([C@H](C)O)=O (4-[2-(Cyclopropylmethoxy)-4-fluoro-5-methoxyphenyl]-N-{1-[(2S)-2-hydroxypropanoyl]piperidin-4-yl}-6-methyl-5H-pyrrolo[3,2-d]pyrimidine-7-carboxamide). RXN SMILES: Cl.[CH:2]1([CH2:5][O:6][C:7]2[CH:12]=[C:11]([F:13])[C:10]([O:14][CH3:15])=[CH:9][C:8]=2[C:16]2[C:17]3[NH:24][C:23]([CH3:25])=[C:22]([C:26]([NH:28][CH:29]4[CH2:34][CH2:33][NH:32][CH2:31][CH2:30]4)=[O:27])[C:18]=3[N:19]=[CH:20][N:21]=2)[CH2:4][CH2:3]1.C([O:38][C@@H:39]([CH3:43])[C:40](Cl)=[O:41])(=O)C>>[CH:2]1([CH2:5][O:6][C:7]2[CH:12]=[C:11]([F:13])[C:10]([O:14][CH3:15])=[CH:9][C:8]=2[C:16]2[C:17]3[NH:24][C:23]([CH3:25])=[C:22]([C:26]([NH:28][CH:29]4[CH2:30][CH2:31][N:32]([C:40](=[O:41])[C@@H:39]([OH:38])[CH3:43])[CH2:33][CH2:34]4)=[O:27])[C:18]=3[N:19]=[CH:20][N:21]=2)[CH2:4][CH2:3]1 |f:0.1|. Procedure details: Starting from 4-[2-(cyclopropylmethoxy)-4-fluoro-5-methoxyphenyl]-6-methyl-N-piperidin-4-yl-5H-pyrrolo[3,2-d]pyrimidine-7-carboxamide hydrochloride (example D.f35) and commercially available (2S)-1-chloro-1-oxopropan-2-yl acetate the title compound is obtained as colorless solid. Reactants: CC1(CC(NC=2C=C3C(=CC12)NC(=N3)C3=CC=C(C=C3)[N+](=O)[O-])=O)C (8,8-dimethyl-2-(4-nitrophenyl)-5,6,7,8- tetrahydro-lH-imidazo[4,5-g]quinolin-6-one), Example 30 ( i ). Reagents/catalysts: [Pd] (palladium/charcoal). Solvent: CO (methanol). The product is CC1(CC(NC=2C=C3C(=CC12)NC(=N3)C3=CC=C(C=C3)N)=O)C (8,8-Dimethyl-2-(4-aminophenyl)-5,6,7,8-tetrahydro-lH-imidazo[4,5-g]quinolin-6-one). Reaction SMILES: [CH3:1][C:2]1([CH3:25])[C:11]2[CH:10]=[C:9]3[NH:12][C:13]([C:15]4[CH:20]=[CH:19][C:18]([N+:21]([O-])=O)=[CH:17][CH:16]=4)=[N:14][C:8]3=[CH:7][C:6]=2[NH:5][C:4](=[O:24])[CH2:3]1>CO.[Pd]>[CH3:1][C:2]1([CH3:25])[C:11]2[CH:10]=[C:9]3[NH:12][C:13]([C:15]4[CH:20]=[CH:19][C:18]([NH2:21])=[CH:17][CH:16]=4)=[N:14][C:8]3=[CH:7][C:6]=2[NH:5][C:4](=[O:24])[CH2:3]1. Reported procedure: 13 g. 8,8-dimethyl-2-(4-nitrophenyl)-5,6,7,8- tetrahydro-lH-imidazo[4,5-g]quinolin-6-one (see Example 30 (i)) were hydrogenated in methanol in the presence of palladium/charcoal. After filtering off the catalyst, the filtrate was evaporated and the residue recrystallised from 2N hydrochloric acid/ethanol (1:1 v/v) to give 7.8 g. of the title compound in the form of its hydrochloride; m.p. 305 -308° C. (decomp.). Reactants: C(=O)C=1NC2=CC=CC(=C2C1)C(=O)NC1=C(C=C(C(=O)N(C2=C(C=C(C=C2)C)OCCCCCC(=O)N2CCN(CC2)C)C)C=C1)OC (4-[(2-formylindol-4-yl)carbonyl]amino-3-methoxy-N-methyl-N-[4-methyl-2-[5-(4-methylpiperazin-1-yl)carbonylpent-1-yloxy]phenyl]benzamide), Cl.NO (hydroxylamine hydrochloride). Solvent: N1=CC=CC=C1 (pyridine). Reaction conditions: time 1 hour. Product: ON=CC=1NC2=CC=CC(=C2C1)C(=O)NC1=C(C=C(C(=O)N(C2=C(C=C(C=C2)C)OCCCCCC(=O)N2CCN(CC2)C)C)C=C1)OC (4-[(2-hydroxyiminomethylindol-4-yl)carbonyl]amino-3-methoxy-N-methyl-N-[4-methyl-2-[5-(4-methylpiperazin-1-yl)carbonylpent-1-yloxy]phenyl]benzamide). Yield: 99.2%. RXN SMILES: [CH:1]([C:3]1[NH:4][C:5]2[C:10]([CH:11]=1)=[C:9]([C:12]([NH:14][C:15]1[CH:46]=[CH:45][C:18]([C:19]([N:21]([CH3:44])[C:22]3[CH:27]=[CH:26][C:25]([CH3:28])=[CH:24][C:23]=3[O:29][CH2:30][CH2:31][CH2:32][CH2:33][CH2:34][C:35]([N:37]3[CH2:42][CH2:41][N:40]([CH3:43])[CH2:39][CH2:38]3)=[O:36])=[O:20])=[CH:17][C:16]=1[O:47][CH3:48])=[O:13])[CH:8]=[CH:7][CH:6]=2)=O.Cl.[NH2:50][OH:51]>N1C=CC=CC=1>[OH:51][N:50]=[CH:1][C:3]1[NH:4][C:5]2[C:10]([CH:11]=1)=[C:9]([C:12]([NH:14][C:15]1[CH:46]=[CH:45][C:18]([C:19]([N:21]([CH3:44])[C:22]3[CH:27]=[CH:26][C:25]([CH3:28])=[CH:24][C:23]=3[O:29][CH2:30][CH2:31][CH2:32][CH2:33][CH2:34][C:35]([N:37]3[CH2:42][CH2:41][N:40]([CH3:43])[CH2:39][CH2:38]3)=[O:36])=[O:20])=[CH:17][C:16]=1[O:47][CH3:48])=[O:13])[CH:8]=[CH:7][CH:6]=2 |f:1.2|. Procedure details: To a solution of 4-[(2-formylindol-4-yl)carbonyl]amino-3-methoxy-N-methyl-N-[4-methyl-2-[5-(4-methylpiperazin-1-yl)carbonylpent-1-yloxy]phenyl]benzamide (200 mg) in pyridine (4.0 ml) was added hydroxylamine hydrochloride (21.3 mg), and the solution was stirred at ambient temperature for 1 hour. The resulting solution was concentrated in vacuo and the residue was diluted with chloroform. The organic layer was washed successively with water and brine, dried over magnesium sulfate and concentrate i... Reactants: O1CCCC1 (Tetrahydrofuran), [Li+].[OH-] (LiOH), resultant solution, C(C)(C)(C)OC(=O)N[C@H](CC1=CC=C(C=C1)C1=CC=C(C=C1)C(=O)OC)CC(=O)N1C[C@@H](CCC1)C1=NC2=C(N1CCCOC)C=CC=C2 (methyl 4′-((R)-2-(tert-butoxycarbonylamino)-4-((R)-3-(1-(3-methoxypropyl)-1H-benzo[d]imidazol-2-yl)piperidin-1-yl)-4-oxobutyl)biphenyl-4-carboxylate), C(CC(O)(C(=O)O)CC(=O)O)(=O)O (Citric acid), resultant solution. The solvent is CC#N (CH3CN), CO (methanol), O (water), O (H2O). Product: C(C)(C)(C)OC(=O)N[C@H](CC1=CC=C(C=C1)C1=CC=C(C=C1)C(=O)O)CC(=O)N1C[C@@H](CCC1)C1=NC2=C(N1CCCOC)C=CC=C2 (4′-((R)-2-(tert-butoxycarbonylamino)-4-((R)-3-(1-(3-methoxypropyl)-1H-benzo[d]imidazol-2-yl)piperidin-1-yl)-4-oxobutyl)biphenyl-4-carboxylic acid), solid. Yield: 78.0%. RXN SMILES: [C:1]([O:5][C:6]([NH:8][C@@H:9]([CH2:27][C:28]([N:30]1[CH2:35][CH2:34][CH2:33][C@@H:32]([C:36]2[N:40]([CH2:41][CH2:42][CH2:43][O:44][CH3:45])[C:39]3[CH:46]=[CH:47][CH:48]=[CH:49][C:38]=3[N:37]=2)[CH2:31]1)=[O:29])[CH2:10][C:11]1[CH:16]=[CH:15][C:14]([C:17]2[CH:22]=[CH:21][C:20]([C:23]([O:25]C)=[O:24])=[CH:19][CH:18]=2)=[CH:13][CH:12]=1)=[O:7])([CH3:4])([CH3:3])[CH3:2].O1CCCC1.[Li+].[OH-].C(O)(=O)CC(CC(O)=O)(C(O)=O)O>O.CC#N.CO>[C:1]([O:5][C:6]([NH:8][C@@H:9]([CH2:27][C:28]([N:30]1[CH2:35][CH2:34][CH2:33][C@@H:32]([C:36]2[N:40]([CH2:41][CH2:42][CH2:43][O:44][CH3:45])[C:39]3[CH:46]=[CH:47][CH:48]=[CH:49][C:38]=3[N:37]=2)[CH2:31]1)=[O:29])[CH2:10][C:11]1[CH:12]=[CH:13][C:14]([C:17]2[CH:18]=[CH:19][C:20]([C:23]([OH:25])=[O:24])=[CH:21][CH:22]=2)=[CH:15][CH:16]=1)=[O:7])([CH3:4])([CH3:2])[CH3:3] |f:2.3|. Procedure details: Methyl 4′-((R)-2-(tert-butoxycarbonylamino)-4-((R)-3-(1-(3-methoxypropyl)-1H-benzo[d]imidazol-2-yl)piperidin-1-yl)-4-oxobutyl)biphenyl-4-carboxylate (53A) (prepared by the procedure for Example 53, Step A) (0.815 mmoles, 0.545 g) was added to a 25 mL round-bottomed flask equipped for stirring under nitrogen. Tetrahydrofuran (2 mL), methanol (1 mL), and LiOH (2.0 mmoles, 1.0 mL of 2N in H2O) were then added and the resultant solution was allowed to stir at room temperature for 16 hrs. Citric acid... The reactants are O (water), Cl.CC1(CNCCO1)C (2,2-Dimethylmorpholine hydrochloride), [OH-].[Na+] (sodium hydroxide), O1[C@H]2[C@@H]1C[C@@H]1CC[C@H]3[C@@H]4CC[C@@H]([C@@]4(C)CC([C@@H]3[C@]1(C2)C)=O)C#N ((2α,3α,5α,17β)-2,3-epoxyandrostan-11-one-17-carbonitrile). Run in C(CO)O (1,2-ethanediol). Conditions: temperature 120 celsius, time 4.5 hour. Yields the product O[C@H]1C[C@@H]2CC[C@H]3[C@@H]4CC[C@@H]([C@@]4(C)CC([C@@H]3[C@]2(C[C@@H]1N1CC(OCC1)(C)C)C)=O)C#N ((2β,3α,5α,17β)-3-hydroxy-2-(2,2-dimethyl-4-morpholinyl)androstan-11-one-17-carbonitrile). RXN SMILES: Cl.[CH3:2][C:3]1([CH3:9])[O:8][CH2:7][CH2:6][NH:5][CH2:4]1.[OH-].[Na+].[O:12]1[C@H:14]2[CH2:15][C@H:16]3[C@:29]([CH3:31])([CH2:30][C@@H:13]12)[C@@H:28]1[C@H:19]([C@H:20]2[C@@:24]([CH2:26][C:27]1=[O:32])([CH3:25])[C@@H:23]([C:33]#[N:34])[CH2:22][CH2:21]2)[CH2:18][CH2:17]3.O>C(O)CO>[OH:12][C@@H:14]1[C@@H:13]([N:5]2[CH2:6][CH2:7][O:8][C:3]([CH3:9])([CH3:2])[CH2:4]2)[CH2:30][C@@:29]2([CH3:31])[C@@H:16]([CH2:17][CH2:18][C@@H:19]3[C@@H:28]2[C:27](=[O:32])[CH2:26][C@@:24]2([CH3:25])[C@H:20]3[CH2:21][CH2:22][C@@H:23]2[C:33]#[N:34])[CH2:15]1 |f:0.1,2.3|. Procedure details: 2,2-Dimethylmorpholine hydrochloride (9.67 g) and sodium hydroxide (2.55 g) were added to a mixture (4:1) of (2α,3α,5α,17β)-2,3-epoxyandrostan-11-one-17-carbonitrile and its 3α,4α-epoxy isomer (5.0 g) (British patent 1,434,919) in 1,2-ethanediol (50 ml) and the mixture was heated in an atmosphere of nitrogen at 120° C. for 19 h and then at 150° C. for 4.5 h. The reaction mixture was poured into water (500 ml) and the precipitated solid was filtered off and dissolved in dichloromethane. After was...